This data is from the Open Reaction Database (ORD), a public repository of structured organic reaction records. The task is: describe an organic reaction: reactants, conditions, products, and yield Starting materials: FC=1C=C(C=CC1C=1SC2=NC(=CC=C2N1)C1(CC1)C1=CC=CC=C1)CO ((3-fluoro-4-(5-(1-phenylcyclopropyl)thiazolo[5,4-b]pyridine-2-yl)phenyl)methanol), C1(=CC=CC=C1)P(C1=CC=CC=C1)C1=CC=CC=C1 (triphenylphosphine), C(Br)(Br)(Br)Br (carbon tetrabromide). Run in C(Cl)Cl (DCM). Product: BrCC1=CC(=C(C=C1)C=1SC2=NC(=CC=C2N1)C1(CC1)C1=CC=CC=C1)F (2-(4-(bromomethyl)-2-fluorophenyl)-5-(1-phenylcyclopropyl)thiazolo[5,4-b]pyridine). As a reaction SMILES: [F:1][C:2]1[CH:3]=[C:4]([CH2:26]O)[CH:5]=[CH:6][C:7]=1[C:8]1[S:9][C:10]2[C:15]([N:16]=1)=[CH:14][CH:13]=[C:12]([C:17]1([C:20]3[CH:25]=[CH:24][CH:23]=[CH:22][CH:21]=3)[CH2:19][CH2:18]1)[N:11]=2.C1(P(C2C=CC=CC=2)C2C=CC=CC=2)C=CC=CC=1.C(Br)(Br)(Br)[Br:48]>C(Cl)Cl>[Br:48][CH2:26][C:4]1[CH:5]=[CH:6][C:7]([C:8]2[S:9][C:10]3[C:15]([N:16]=2)=[CH:14][CH:13]=[C:12]([C:17]2([C:20]4[CH:25]=[CH:24][CH:23]=[CH:22][CH:21]=4)[CH2:19][CH2:18]2)[N:11]=3)=[C:2]([F:1])[CH:3]=1. Procedure: To a slurry of (3-fluoro-4-(5-(1-phenylcyclopropyl)thiazolo[5,4-b]pyridine-2-yl)phenyl)methanol (2.05 g, 5.45 mmol), triphenylphosphine (1.64 mL, 7.08 mmol) in DCM (25 mL) at 0° C. under N2, carbon tetrabromide (0.634 mL, 6.53 mmol) was added. The reaction mixture was allowed to warm up to ambient temperature. The crude reaction mixture after 1 h, was concentrate in vacuo and purified by silica gel chromatography to afford 2-(4-(bromomethyl)-2-fluorophenyl)-5-(1-phenylcyclopropyl)thiazolo[5,4-b]... Starting materials: CCOC(=O)NN, CO, Cl, O, CC(=O)c1nc(C(O)C(O)C(O)CO)c[nH]1. The product is CCOC(=O)NN=C(C)c1nc(C(O)C(O)C(O)CO)c[nH]1. RXN SMILES: [C:17]([NH:18][NH2:19])(=[O:20])[O:21][CH2:22][CH3:23].[CH3:25][OH:26].[ClH:24].[OH2:27].[OH:1][CH:2]([CH:3]([CH:4]([CH2:5][OH:6])[OH:7])[OH:8])[c:9]1[n:10][c:11]([C:14]([CH3:15])=[O:16])[nH:12][cH:13]1>>[OH:1][CH:2]([CH:3]([CH:4]([CH2:5][OH:6])[OH:7])[OH:8])[c:9]1[n:10][c:11]([C:14]([CH3:15])=[N:19][NH:18][C:17](=[O:20])[O:21][CH2:22][CH3:23])[nH:12][cH:13]1. The reactants are O=[V].Cl.Cl.Cl (vanadium oxytrichloride), BrC1=CC=C(C=C1)[Si](O)(C1=CC=C(C=C1)Br)C1=CC=C(C=C1)Br (tri-(p-bromophenyl)-silanol). Product: [O-2].BrC1=CC=C(C=C1)[Si](O[V+2](O[Si](C1=CC=C(C=C1)Br)(C1=CC=C(C=C1)Br)C1=CC=C(C=C1)Br)O[Si](C1=CC=C(C=C1)Br)(C1=CC=C(C=C1)Br)C1=CC=C(C=C1)Br)(C1=CC=C(C=C1)Br)C1=CC=C(C=C1)Br (tris-[tri-(p-bromophenyl)-siloxy]-vanadium oxide). As a reaction SMILES: [O:1]=[V:2].Cl.Cl.Cl.[Br:6][C:7]1[CH:12]=[CH:11][C:10]([Si:13]([C:22]2[CH:27]=[CH:26][C:25]([Br:28])=[CH:24][CH:23]=2)([C:15]2[CH:20]=[CH:19][C:18]([Br:21])=[CH:17][CH:16]=2)[OH:14])=[CH:9][CH:8]=1>>[O-2:14].[Br:21][C:18]1[CH:19]=[CH:20][C:15]([Si:13]([C:22]2[CH:27]=[CH:26][C:25]([Br:28])=[CH:24][CH:23]=2)([C:10]2[CH:11]=[CH:12][C:7]([Br:6])=[CH:8][CH:9]=2)[O:14][V+2:2]([O:14][Si:13]([C:22]2[CH:27]=[CH:26][C:25]([Br:28])=[CH:24][CH:23]=2)([C:10]2[CH:11]=[CH:12][C:7]([Br:6])=[CH:8][CH:9]=2)[C:15]2[CH:20]=[CH:19][C:18]([Br:21])=[CH:17][CH:16]=2)[O:1][Si:13]([C:15]2[CH:20]=[CH:19][C:18]([Br:21])=[CH:17][CH:16]=2)([C:22]2[CH:27]=[CH:26][C:25]([Br:28])=[CH:24][CH:23]=2)[C:10]2[CH:11]=[CH:12][C:7]([Br:6])=[CH:8][CH:9]=2)=[CH:16][CH:17]=1 |f:0.1.2.3,5.6|. Procedure: vanadium oxytrichloride is reacted with tri-(p-bromophenyl)-silanol [m.p.: 120°- 121° C.] to produce tris-[tri-(p-bromophenyl)-siloxy]-vanadium oxide [m.p.: 175° C]; Isolated yield 98.0%. Reaction SMILES: [C:1](O[BH-](OC(=O)C)OC(=O)C)(=O)C.[Na+].[N+:15]([C:18]1[CH:25]=[CH:24][C:21]([CH:22]=O)=[CH:20][CH:19]=1)([O-:17])=[O:16].[CH:26]12[CH2:32][CH:29]([CH2:30][CH2:31]1)[CH2:28][C@@H:27]2[NH2:33].C=O.[OH-].[Na+]>C(O)(=O)C.C(Cl)Cl>[CH:26]12[CH2:32][CH:29]([CH2:30][CH2:31]1)[CH2:28][C@@H:27]2[N:33]([CH3:1])[CH2:22][C:21]1[CH:24]=[CH:25][C:18]([N+:15]([O-:17])=[O:16])=[CH:19][CH:20]=1 |f:0.1,5.6|. Reported procedure: Sodium triacetoxyborohydride (3.5 mmol, 0.75 g) was added to a mixture of 4-nitro-benzaldehyde Compound 4a (2.8 mmol, 0.42 g), (2S)-bicyclo[2.2.1]hept-2-ylamine Compound 15d (3.0 mmol, 0.33 g) and glacial acetic acid (3 drops) in CH2Cl2 (40 mL). The resulting suspension was allowed to stir at room temperature for 12 hrs. An aliquot of the reaction mixture showed the formation of product (MS m/e 247, 100%). An aqueous solution of formaldehyde (37% solution, 9.6 mmol, 0.8 mL) was added to the reac... Yields the product C12[C@H](CC(CC1)C2)N(CC2=CC=C(C=C2)[N+](=O)[O-])C ((2S)-bicyclo[2.2.1]hept-2-yl-methyl-(4-nitro-benzyl)-amine), 15e. The reagents and catalysts are C(C)(=O)O (acetic acid). Solvent: C(Cl)Cl (CH2Cl2). Conditions: time 12 hour. Reactants: C(C)(=O)O[BH-](OC(C)=O)OC(C)=O.[Na+] (sodium triacetoxyborohydride), C(C)(=O)O[BH-](OC(C)=O)OC(C)=O.[Na+] (Sodium triacetoxyborohydride), [N+](=O)([O-])C1=CC=C(C=O)C=C1 (4-nitro-benzaldehyde), 4a, C12[C@H](CC(CC1)C2)N ((2S)-bicyclo[2.2.1]hept-2-ylamine), 15d, C=O (formaldehyde), [OH-].[Na+] (NaOH). Reactants: CC(C)Nc1cncnc1N1CCN(C(=O)OC(C)(C)C)CC1, ClCCl, [Na+], [OH-], O=C(O)C(F)(F)F. The product is CC(C)Nc1cncnc1N1CCNCC1. RXN SMILES: [CH3:8][C:9]([CH3:10])([O:11][C:12](=[O:13])[N:14]1[CH2:15][CH2:16][N:17]([c:20]2[n:21][cH:22][n:23][cH:24][c:25]2[NH:26][CH:27]([CH3:28])[CH3:29])[CH2:18][CH2:19]1)[CH3:30].[Cl:31][CH2:32][Cl:33].[Na+:35].[OH-:34].[OH:1][C:2]([C:3]([F:4])([F:5])[F:6])=[O:7]>>[NH:14]1[CH2:15][CH2:16][N:17]([c:20]2[n:21][cH:22][n:23][cH:24][c:25]2[NH:26][CH:27]([CH3:28])[CH3:29])[CH2:18][CH2:19]1. Reactants: B(Br)(Br)Br (boron tribromide), ClC=1C=C(C=CC1OC)S (3-chloro-4-methoxybenzenethiol), O (water). The solvent is ClCCl (dichloromethane), ClCCl (dichloromethane). Run at temperature 0 celsius, time 20 hour. Yields the product ClC=1C=C(C=CC1O)S (3-chloro-4-hydroxybenzenethiol). Yield: 97.9%. RXN SMILES: [Cl:1][C:2]1[CH:3]=[C:4]([SH:10])[CH:5]=[CH:6][C:7]=1[O:8]C.B(Br)(Br)Br.O>ClCCl>[Cl:1][C:2]1[CH:3]=[C:4]([SH:10])[CH:5]=[CH:6][C:7]=1[OH:8]. Reported procedure: 324 mg of said di(3-chloro-4-methoxyphenyl)disulfide was dissolved in 10 ml of ethanol, followed by addition of 106 mg of sodium borohydride. The mixture was stirred over 2 hours at room temperature. The solution thus reacted was made weakly acidic by addition of dilute hydrochloric acid. The product was extracted twice with ethyl acetate. The organic layer was washed with saturated salt water and then dried over sodium sulfate anhydride. The solvent was distilled out under reduced pressure. The... The reactants are O=C1CCC(=O)N1I, COC(=O)c1cc(Br)ccc1N, O=C(O)C(F)(F)F. Product: COC(=O)c1cc(Br)cc(I)c1N. RXN SMILES: [I:1][N:2]1[C:3](=[O:4])[CH2:5][CH2:6][C:7]1=[O:8].[NH2:9][c:10]1[c:11]([C:12](=[O:13])[O:14][CH3:15])[cH:16][c:17]([Br:20])[cH:18][cH:19]1.[OH:21][C:22]([C:23]([F:24])([F:25])[F:26])=[O:27]>>[I:1][c:19]1[c:10]([NH2:9])[c:11]([C:12](=[O:13])[O:14][CH3:15])[cH:16][c:17]([Br:20])[cH:18]1. Reactants: [C-]#N, CCc1cccc(CC)c1-c1cc2cc[nH]c2cn1, C=O, CNC, CCO, [K+]. Yields the product CCc1cccc(CC)c1-c1cc2c(CC#N)c[nH]c2cn1. Reaction SMILES: [C-:25]#[N:26].[CH2:1]([CH3:2])[c:3]1[c:4](-[c:11]2[cH:12][c:13]3[c:14]([cH:15][n:16]2)[nH:17][cH:18][cH:19]3)[c:5]([CH2:9][CH3:10])[cH:6][cH:7][cH:8]1.[CH2:20]=[O:21].[CH3:22][NH:23][CH3:24].[CH3:28][CH2:29][OH:30].[K+:27]>>[CH2:1]([CH3:2])[c:3]1[c:4](-[c:11]2[cH:12][c:13]3[c:14]([cH:15][n:16]2)[nH:17][cH:18][c:19]3[CH2:20][C:24]#[N:23])[c:5]([CH2:9][CH3:10])[cH:6][cH:7][cH:8]1.